From a dataset of the Open Reaction Database (ORD), a public repository of structured organic reaction records. describe an organic reaction: reactants, conditions, products, and yield The product is NCCNC(=O)c1ccc(Cl)cc1. RXN SMILES: [CH3:19][N:20]([CH3:21])[CH:22]=[O:23].[CH3:1][S:2]([O:3][CH2:6][CH2:7][NH:8][C:9]([c:10]1[cH:11][cH:12][c:13]([Cl:16])[cH:14][cH:15]1)=[O:17])(=[O:4])=[O:5].[NH3:18]>>[CH2:6]([CH2:7][NH:8][C:9]([c:10]1[cH:11][cH:12][c:13]([Cl:16])[cH:14][cH:15]1)=[O:17])[NH2:18]. The reactants are CN(C)C=O, CS(=O)(=O)OCCNC(=O)c1ccc(Cl)cc1, N. Reactants: C1CCOC1, COC(=O)c1ncn(Cc2ccccc2)n1, CO, [Na+], [OH-]. Yields the product O=C(O)c1ncn(Cc2ccccc2)n1. Reaction SMILES: [CH2:19]1[O:20][CH2:21][CH2:22][CH2:23]1.[CH3:1][O:2][C:3](=[O:4])[c:5]1[n:6][n:7]([CH2:10][c:11]2[cH:12][cH:13][cH:14][cH:15][cH:16]2)[cH:8][n:9]1.[CH3:24][OH:25].[Na+:18].[OH-:17]>>[O:2]=[C:3]([OH:4])[c:5]1[n:6][n:7]([CH2:10][c:11]2[cH:12][cH:13][cH:14][cH:15][cH:16]2)[cH:8][n:9]1. The reactants are ClC=1C(=C2C=CC(=NC2=CC1)N1C[C@H](CC1)NCCC#N)NC(CC1CCCCC1)=O (N-[6-Chloro-2-[(3S)-3-[(2-cyanoethyl)amino]-1-pyrrolidinyl]-5-quinolinyl]-cyclohexaneacetamide), [OH-].[K+] (potassium hydroxide), O (water). Solvent: CO (methanol), CO (methanol). Yields the product ClC=1C(=C2C=CC(=NC2=CC1)N1C[C@H](CC1)NCCC(=O)O)NC(CC1CCCCC1)=O (N-[(3S)-1-[6-Chloro-5-[(cyclohexylacetyl)amino]-2-quinolinyl]-3-pyrrolidinyl]-β-alanine). As a reaction SMILES: [Cl:1][C:2]1[C:3]([NH:22][C:23](=[O:31])[CH2:24][CH:25]2[CH2:30][CH2:29][CH2:28][CH2:27][CH2:26]2)=[C:4]2[C:9](=[CH:10][CH:11]=1)[N:8]=[C:7]([N:12]1[CH2:16][CH2:15][C@H:14]([NH:17][CH2:18][CH2:19][C:20]#N)[CH2:13]1)[CH:6]=[CH:5]2.[OH-:32].[K+].[OH2:34]>CO>[Cl:1][C:2]1[C:3]([NH:22][C:23](=[O:31])[CH2:24][CH:25]2[CH2:26][CH2:27][CH2:28][CH2:29][CH2:30]2)=[C:4]2[C:9](=[CH:10][CH:11]=1)[N:8]=[C:7]([N:12]1[CH2:16][CH2:15][C@H:14]([NH:17][CH2:18][CH2:19][C:20]([OH:34])=[O:32])[CH2:13]1)[CH:6]=[CH:5]2 |f:1.2|. Procedure: N-[6-Chloro-2-[(3S)-3-[(2-cyanoethyl)amino]-1-pyrrolidinyl]-5-quinolinyl]-cyclohexaneacetamide (0.1 g), potassium hydroxide (0.051 g), water (1 mL) and methanol (2 mL) were heated within a single mode microwave in a sealed 10 mL vial for 100 minutes at 90° C. The resulting mixture was dissolved in methanol (20 mL) and purified on a Varian® SCX cartridge, washed with methanol (50 mL) and eluted with ammonia in methanol (0.7M, 50 mL). The residue was further purified on a Varian® NH2 cartridge was... Yields the product C(#N)C1=C(C=CC=C1)O (2-cyanophenol). The yield is 84.0%. Run in ClCCCl (1,2-dichloroethane), ClCCCl (1,2-dichloroethane). As a reaction SMILES: B(Cl)(Cl)Cl.[C:5]1([OH:11])[CH:10]=[CH:9][CH:8]=[CH:7][CH:6]=1.[Cl-].[Al+3].[Cl-].[Cl-].[OH-].[Na+].CS[C:20]#[N:21]>ClCCCl>[C:20]([C:6]1[CH:7]=[CH:8][CH:9]=[CH:10][C:5]=1[OH:11])#[N:21] |f:2.3.4.5,6.7|. Starting materials: [Cl-].[Al+3].[Cl-].[Cl-] (aluminium chloride), solution, B(Cl)(Cl)Cl (boron trichloride), C1(=CC=CC=C1)O (phenol), [Cl-].[Al+3].[Cl-].[Cl-] (aluminium chloride), CSC#N (methyl thiocyanate), [OH-].[Na+] (sodium hydroxide). Procedure details: To 6 ml of a solution of 2.02M of boron trichloride in 1,2-dichloroethane were added a solution of 941 mg of phenol in 10 ml of 1,2-dichloroethane, 0.82 ml of methyl thiocyanate and 1.33 g of aluminium chloride under ice-cooling. After dissolving aluminium chloride with stirring at room temperature, the mixture was heated at 80° C. on an oil bath for 3 hr. After cooling, the reaction solution is poured into 33 ml of 4N aqueous sodium hydroxide and stirred at 75°-80° C. for 30 min. on an oil bath... Reactants: OC1=CC=C(C=C1)SCC1=CC(=C(C(=C1)OC)OC)OC (3,4,5-Trimethoxybenzyl 4-hydroxyphenyl thioether), O (Water). The solvent is C(Cl)Cl (methylene chloride), C(Cl)Cl (methylene chloride). Run at temperature -78 celsius. The product is OC1=CC=C(C=C1)SCC1=CC(=C(C(=C1)OC)O)OC (4-hydroxy-3,5-dimethoxybenzyl 4-hydroxyphenyl thioether). Isolated yield 62.8%. As a reaction SMILES: [OH:1][C:2]1[CH:7]=[CH:6][C:5]([S:8][CH2:9][C:10]2[CH:15]=[C:14]([O:16][CH3:17])[C:13]([O:18]C)=[C:12]([O:20][CH3:21])[CH:11]=2)=[CH:4][CH:3]=1.O>C(Cl)Cl>[OH:1][C:2]1[CH:7]=[CH:6][C:5]([S:8][CH2:9][C:10]2[CH:15]=[C:14]([O:16][CH3:17])[C:13]([OH:18])=[C:12]([O:20][CH3:21])[CH:11]=2)=[CH:4][CH:3]=1. Procedure: 3,4,5-Trimethoxybenzyl 4-hydroxyphenyl thioether (3 g, 9.8 mmol), prepared as described in Example 1, was dissolved in 60 ml of dry methylene chloride, and cooled to -78° C. A solution of borontribromide (2.8 ml, 29.5 mmol) in 10 ml of methylene chloride was added dropwise to the above solution. The mixture was stirred to room temperature, and immediately cooled to 0° C. Water (50 ml) was then added dropwise, and the methylene chloride layer was separated. The crude product, obtained after being... Reactants: C1(=CC=CC=C1)C1=NNC(=N1)CC#N (2-(3-phenyl-1H-1,2,4-triazol-5-yl)acetonitrile). Run in C1CCOC1 (THF). Yields the product C1(=CC=CC=C1)C1=NNC(=N1)CCN (2-(3-phenyl-1H-1,2,4-triazol-5-yl)ethanamine). The yield is 127.9%. As a reaction SMILES: [C:1]1([C:7]2[N:11]=[C:10]([CH2:12][C:13]#[N:14])[NH:9][N:8]=2)[CH:6]=[CH:5][CH:4]=[CH:3][CH:2]=1>C1COCC1>[C:1]1([C:7]2[N:11]=[C:10]([CH2:12][CH2:13][NH2:14])[NH:9][N:8]=2)[CH:2]=[CH:3][CH:4]=[CH:5][CH:6]=1. Procedure details: Borane dimethyl sulfide complex (0.2 mL, 2.16 mmol) was added to a solution of compound 2-(3-phenyl-1H-1,2,4-triazol-5-yl)acetonitrile (100 mg, 0.54 mmol) in dry THF (5 mL) at room temperature. The reaction mixture was refluxed for 1 h, then quenched carefully with methanol and again heated to reflux for 0.5 h. The reaction mixture was concentrated under reduced pressure and then diluted with EtOAc. The organic layer was washed with brine, dried over anhydrous sodium sulfate and concentrated und...